The task is: describe an organic reaction: reactants, conditions, products, and yield. This data is from the Open Reaction Database (ORD), a public repository of structured organic reaction records. Starting materials: CN1CCN(CCCN)CC1, Cc1ccc(COc2nsc(NC(=O)Oc3ccccc3)c2C(N)=O)c(F)c1. Product: Cc1ccc(COc2nsc(NC(=O)NCCCN3CCN(C)CC3)c2C(N)=O)c(F)c1. As a reaction SMILES: [CH3:29][N:30]1[CH2:31][CH2:32][N:33]([CH2:36][CH2:37][CH2:38][NH2:39])[CH2:34][CH2:35]1.[c:1]1([O:2][C:8]([NH:9][c:10]2[c:11]([C:25]([NH2:26])=[O:27])[c:12]([O:15][CH2:16][c:17]3[c:18]([F:24])[cH:19][c:20]([CH3:23])[cH:21][cH:22]3)[n:13][s:14]2)=[O:28])[cH:3][cH:4][cH:5][cH:6][cH:7]1>>[C:8]([NH:9][c:10]1[c:11]([C:25]([NH2:26])=[O:27])[c:12]([O:15][CH2:16][c:17]2[c:18]([F:24])[cH:19][c:20]([CH3:23])[cH:21][cH:22]2)[n:13][s:14]1)(=[O:28])[NH:39][CH2:38][CH2:37][CH2:36][N:33]1[CH2:32][CH2:31][N:30]([CH3:29])[CH2:35][CH2:34]1. Starting materials: C1(=CC=CC=C1)C(CC(=O)N1CCC(CC1)(C1=CC=CC=C1)O)(C1=CC=CC=C1)C1=CC=CC=C1 (1-(3,3,3-triphenylpropionyl)-4-hydroxy-4-phenylpiperidine), [H-].[Al+3].[Li+].[H-].[H-].[H-] (lithium aluminum hydride). Run in C(C)OCC (ethyl ether). The product is C1(=CC=CC=C1)C(CCN1CCC(CC1)(C1=CC=CC=C1)O)(C1=CC=CC=C1)C1=CC=CC=C1 (1-(3,3,3-triphenylpropyl)-4-hydroxy-4-phenylpiperidine). Reaction SMILES: [C:1]1([C:7]([C:30]2[CH:35]=[CH:34][CH:33]=[CH:32][CH:31]=2)([C:24]2[CH:29]=[CH:28][CH:27]=[CH:26][CH:25]=2)[CH2:8][C:9]([N:11]2[CH2:16][CH2:15][C:14]([OH:23])([C:17]3[CH:22]=[CH:21][CH:20]=[CH:19][CH:18]=3)[CH2:13][CH2:12]2)=O)[CH:6]=[CH:5][CH:4]=[CH:3][CH:2]=1.[H-].[Al+3].[Li+].[H-].[H-].[H-]>C(OCC)C>[C:30]1([C:7]([C:1]2[CH:2]=[CH:3][CH:4]=[CH:5][CH:6]=2)([C:24]2[CH:25]=[CH:26][CH:27]=[CH:28][CH:29]=2)[CH2:8][CH2:9][N:11]2[CH2:16][CH2:15][C:14]([OH:23])([C:17]3[CH:18]=[CH:19][CH:20]=[CH:21][CH:22]=3)[CH2:13][CH2:12]2)[CH:31]=[CH:32][CH:33]=[CH:34][CH:35]=1 |f:1.2.3.4.5.6|. Procedure details: Following the procedures set out in Example 1, 1 part of 3,3,3-triphenylpropionyl chloride and 2 parts of 4-hydroxy-4-phenylpiperidine are reacted to provide 1-(3,3,3-triphenylpropionyl)-4-hydroxy-4-phenylpiperidine. 0.23 Parts of this amide is reacted with 0.05 parts of lithium aluminum hydride in 3.0 parts by volume of ethyl ether to provide 1-(3,3,3-triphenylpropyl)-4-hydroxy-4-phenylpiperidine. This compound has the following structural formula ##STR31## Reactants: COC=1C=C(C=CC1)C=C1OC2=C(C1=O)C=CC(=C2)O (2-[(3-methoxyphenyl)methylene]-6-hydroxy-3(2H)-benzofuranone), C([O-])([O-])=O.[K+].[K+] (potassium carbonate), CN(C=O)C (dimethylformamide), CC=1C=CC(=CC1)S(=O)(=O)C (methyl p-toluene sulfonate). Run in C(C)(=O)OCC (ethyl acetate), O (water), CCCCCC (hexane). Reaction conditions: time 2 hour. The product is COC=1C=C(C=CC1)C=C1OC2=C(C1=O)C=CC(=C2)OC (2-[(3-methoxyphenyl)methylene]-6-methoxy-3(2H)-benzofuranone). Yield: 79.3%. RXN SMILES: [CH3:1][O:2][C:3]1[CH:4]=[C:5]([CH:9]=[C:10]2[C:14](=[O:15])[C:13]3[CH:16]=[CH:17][C:18]([OH:20])=[CH:19][C:12]=3[O:11]2)[CH:6]=[CH:7][CH:8]=1.[C:21](=O)([O-])[O-].[K+].[K+].CN(C)C=O.CC1C=CC(S(C)(=O)=O)=CC=1>C(OCC)(=O)C.CCCCCC.O>[CH3:1][O:2][C:3]1[CH:4]=[C:5]([CH:9]=[C:10]2[C:14](=[O:15])[C:13]3[CH:16]=[CH:17][C:18]([O:20][CH3:21])=[CH:19][C:12]=3[O:11]2)[CH:6]=[CH:7][CH:8]=1 |f:1.2.3|. Procedure details: To a solution of 2-[(3-methoxyphenyl)methylene]-6-hydroxy-3(2H)-benzofuranone 0.452 g, potassium carbonate 0.583 g and dimethylformamide 5 ml, methyl p-toluene sulfonate 0.314 g was added. After the mixture was stirred for two hours at a temperature of 60° C., water 100 ml was added, and the mixture was extracted with ethyl acetate 50 ml twice. The ethyl acetate solution was washed with a saturated sodium chloride solution 50 ml twice, dehydrated with anhydrous magnesium sulfate, filtered and co... Reactants: solution, C1(=CC=CC=C1)CC(=O)N=C=S (phenylacetyl isothiocyanate), NC1=CC(=C(OC2=CC(=NC=C2)NC(=O)N2CCN(CC2)CCN2CCC2)C=C1)F (4-[2-(Azetidin-1-yl)ethyl]piperazine-1-carboxylic acid [4-(4-amino-2-fluorophenoxy)pyridin-2-yl]amide), [C@]12(C(=O)CC(CC1)C2(C)C)CS(=O)(=O)O ((S)-(+)-10-camphorsulfonic acid), C(C)OCC (diethyl ether). Solvent: C1(=CC=CC=C1)C (toluene), C(C)O (ethanol), CCCCCC (hexane). Conditions: time 5 minute. Product: FC1=C(OC2=CC(=NC=C2)NC(=O)N2CCN(CC2)CCN2CCC2)C=CC(=C1)NC(=S)NC(CC1=CC=CC=C1)=O (4-[2-(Azetidin-1-yl)ethyl]piperazine-1-carboxylic acid {4-[2-fluoro-4-(3-phenylacetylthioureido)phenoxy]pyridin-2-yl}amide). The yield is 43.3%. Reaction SMILES: [NH2:1][C:2]1[CH:29]=[CH:28][C:5]([O:6][C:7]2[CH:12]=[CH:11][N:10]=[C:9]([NH:13][C:14]([N:16]3[CH2:21][CH2:20][N:19]([CH2:22][CH2:23][N:24]4[CH2:27][CH2:26][CH2:25]4)[CH2:18][CH2:17]3)=[O:15])[CH:8]=2)=[C:4]([F:30])[CH:3]=1.[C@]12(CS(O)(=O)=O)C(C)(C)C(CC1)CC2=O.[C:46]1([CH2:52][C:53]([N:55]=[C:56]=[S:57])=[O:54])[CH:51]=[CH:50][CH:49]=[CH:48][CH:47]=1.C(OCC)C>C(O)C.C1(C)C=CC=CC=1.CCCCCC>[F:30][C:4]1[CH:3]=[C:2]([NH:1][C:56]([NH:55][C:53](=[O:54])[CH2:52][C:46]2[CH:47]=[CH:48][CH:49]=[CH:50][CH:51]=2)=[S:57])[CH:29]=[CH:28][C:5]=1[O:6][C:7]1[CH:12]=[CH:11][N:10]=[C:9]([NH:13][C:14]([N:16]2[CH2:21][CH2:20][N:19]([CH2:22][CH2:23][N:24]3[CH2:27][CH2:26][CH2:25]3)[CH2:18][CH2:17]2)=[O:15])[CH:8]=1. Procedure details: 4-[2-(Azetidin-1-yl)ethyl]piperazine-1-carboxylic acid [4-(4-amino-2-fluorophenoxy)pyridin-2-yl]amide (60 mg) was dissolved in ethanol (1.5 ml) under a nitrogen atmosphere, and then (S)-(+)-10-camphorsulfonic acid (101 mg) was added thereto, followed by stirring for 5 min. A 0.25 M solution of phenylacetyl isothiocyanate in toluene (0.87 ml) was added thereto, followed by stirring for 13 hrs. The reaction mixture was partitioned between ethyl acetate (50 ml) and a saturated aqueous solution of s... Reactants: ClC1=C(C(=CC(=C1)Cl)[N+](=O)[O-])N=[N+]=[N-] (2,4-dichloro-6-nitroazidobenzene). Run in C(C)(=O)O (acetic acid). The product is C1=C(C=C(C2=NO[N+](=C21)[O-])Cl)Cl (4,6-dichlorobenzofuroxan). Reaction SMILES: [Cl:1][C:2]1[CH:7]=[C:6]([Cl:8])[CH:5]=[C:4]([N+:9]([O-:11])=[O:10])[C:3]=1[N:12]=[N+]=[N-]>C(O)(=O)C>[CH:5]1[C:4]2[C:3](=[N:12][O:10][N+:9]=2[O-:11])[C:2]([Cl:1])=[CH:7][C:6]=1[Cl:8]. Reported procedure: The compound 2,4-dichloro-6-nitroazidobenzene is dissolved in glacial acetic acid then refluxed for several hours to yield 4,6-dichlorobenzofuroxan. This step is similar to that described in Boulton et al., J. Chem. Soc. B., p. 909 (1967) except that the present invention uses a longer reflux time. The reactants are CC(C)OC(C)C, CCOC(=O)Cc1cccc(Cc2nc3cc(F)cc(F)c3s2)c1. Yields the product O=C(O)Cc1cccc(Cc2nc3cc(F)cc(F)c3s2)c1. RXN SMILES: [CH:25]([O:26][CH:27]([CH3:28])[CH3:29])([CH3:30])[CH3:31].[F:1][c:2]1[cH:3][c:4]([F:24])[c:5]2[c:6]([n:7][c:8]([CH2:10][c:11]3[cH:12][c:13]([CH2:17][C:18](=[O:19])[O:20][CH2:21][CH3:22])[cH:14][cH:15][cH:16]3)[s:9]2)[cH:23]1>>[F:1][c:2]1[cH:3][c:4]([F:24])[c:5]2[c:6]([n:7][c:8]([CH2:10][c:11]3[cH:12][c:13]([CH2:17][C:18](=[O:19])[OH:20])[cH:14][cH:15][cH:16]3)[s:9]2)[cH:23]1. Reactants: C(C)OP(O)(=O)C(P(O)(O)=O)N1CCC(CC1)=O (4-oxopiperidinomethylene bisphosphonic acid ethyl ester), C[Si](C)(C)I (trimethylsilyl iodide). Solvent: C(Cl)(Cl)(Cl)Cl (CCl4). Run at temperature 27.5 celsius, time 5 hour. Product: O=C1CCN(CC1)C(P(O)(O)=O)P(O)(O)=O (4-oxopiperidinomethylene bisphosphonic acid). Yield: 28.6%. Reaction SMILES: C([O:3][P:4]([CH:7]([N:12]1[CH2:17][CH2:16][C:15](=[O:18])[CH2:14][CH2:13]1)[P:8](=[O:11])([OH:10])[OH:9])(=[O:6])[OH:5])C.C[Si](I)(C)C>C(Cl)(Cl)(Cl)Cl>[O:18]=[C:15]1[CH2:14][CH2:13][N:12]([CH:7]([P:8](=[O:9])([OH:10])[OH:11])[P:4](=[O:3])([OH:5])[OH:6])[CH2:17][CH2:16]1. Reported procedure: 7.7 g of 4-oxopiperidinomethylene bisphosphonic acid ethyl ester and 12 ml of trimethylsilyl iodide (specific gravity: 1.41) were stirred at 0° C. for 30 minutes in 120 ml of CCl4. Then, the reaction solution was distilled under reduced pressure. To the residue, 50 ml of water and 200 ml of CH3OH were added, and the mixture was stirred at a temperature of from 25 to 30° C. for 5 hours. The reaction solution was distilled, and the residue was purified by silica gel column chromatography (chlorofo... Starting materials: C1(=CC=C(C=C1)C(=O)C(C(C(=O)O)(O)C(=O)C1=CC=C(C=C1)C)(O)C(=O)O)C ((-)-di-p-toluoyltartaric acid), COC=1C=CC=C2CCC(CC12)NCC1=CC=CC=C1 (8-methoxy-2-(benzylamino)tetralin). The product is COC=1C=CC=C2CCC(CC12)N (8-methoxy-2-aminotetralin), R-(+)- and S-(-)-8-methoxy-2-aminotetralin. RXN SMILES: C1(C)C=CC(C(C(C(O)=O)(O)C(C(C2C=CC(C)=CC=2)=O)(O)C(O)=O)=O)=CC=1.[CH3:29][O:30][C:31]1[CH:32]=[CH:33][CH:34]=[C:35]2[C:40]=1[CH2:39][CH:38]([NH:41]CC1C=CC=CC=1)[CH2:37][CH2:36]2>>[CH3:29][O:30][C:31]1[CH:32]=[CH:33][CH:34]=[C:35]2[C:40]=1[CH2:39][CH:38]([NH2:41])[CH2:37][CH2:36]2. Procedure details: The resolution is performed on 8-methoxy-2-(benzylamino)tetralin with the aid of (-)-di-p-toluoyltartaric acid according to Karlsson, et al., Acta Chem. Scand., B 42, 231-236 (1988). The enantiomers of 8-methoxy-2-(benzylamino)tetralin are debenzylated, yielding the corresponding enantiomers of 8-methoxy-2-aminotetralin, i.e., R-(+)- and S-(-)-8-methoxy-2-aminotetralin. Reactants: CCc1cc(-c2cccc(-n3c(C)ccc3C)n2)c(OC)cc1OCc1ccccc1, CO, O=C[O-], [NH4+], [OH-], [OH-], [Pd+2]. The product is CCc1cc(-c2cccc(-n3c(C)ccc3C)n2)c(OC)cc1O. RXN SMILES: [CH2:1]([c:2]1[cH:3][cH:4][cH:5][cH:6][cH:7]1)[O:8][c:9]1[cH:10][c:11]([O:30][CH3:31])[c:12](-[c:17]2[n:18][c:19](-[n:23]3[c:24]([CH3:29])[cH:25][cH:26][c:27]3[CH3:28])[cH:20][cH:21][cH:22]2)[cH:13][c:14]1[CH2:15][CH3:16].[CH3:36][OH:37].[CH:32]([O-:33])=[O:34].[NH4+:35].[OH-:38].[OH-:39].[Pd+2:40]>>[OH:8][c:9]1[cH:10][c:11]([O:30][CH3:31])[c:12](-[c:17]2[n:18][c:19](-[n:23]3[c:24]([CH3:29])[cH:25][cH:26][c:27]3[CH3:28])[cH:20][cH:21][cH:22]2)[cH:13][c:14]1[CH2:15][CH3:16]. Reactants: O (water), BrCCCCCCCO (7-bromoheptanol), N1C=NC=C1 (imidazole), [Si](C)(C)(C(C)(C)C)Cl (t-butyldimethylsilyl chloride). Solvent: O1CCCC1 (tetrahydrofuran). Reaction conditions: time 8 hour. The product is [Si](C)(C)(C(C)(C)C)OCCCCCCCBr (7-(t-butyldimethylsilyloxy)heptyl bromide). The yield is 72.0%. Reaction SMILES: [Br:1][CH2:2][CH2:3][CH2:4][CH2:5][CH2:6][CH2:7][CH2:8][OH:9].N1C=CN=C1.[Si:15](Cl)([C:18]([CH3:21])([CH3:20])[CH3:19])([CH3:17])[CH3:16].O>O1CCCC1>[Si:15]([O:9][CH2:8][CH2:7][CH2:6][CH2:5][CH2:4][CH2:3][CH2:2][Br:1])([C:18]([CH3:21])([CH3:20])[CH3:19])([CH3:17])[CH3:16]. Procedure: To a solution of 7-bromoheptanol (50 g, 25.6 mmole) and imidazole (4.2 g, 61.5 mmole) in dry tetrahydrofuran (80 ml) was added t-butyldimethylsilyl chloride (4.6 g, 30.8 mmole) dropwise during 1 hour at room temperature. Then the reaction mixture was stirred overnight at room temperature. When the reaction was completed, water was added to the reaction solution which was then extracted with ethyl acetate. The extract was dried over anhydrous magnesium sulfate and concentrated under reduced press...